This data is from the Open Reaction Database (ORD), a public repository of structured organic reaction records. The task is: describe an organic reaction: reactants, conditions, products, and yield Reactants: C(C1=CN=CC=C1)=O (nicotinaldehyde), C([O-])([O-])=O.[NH4+].[NH4+] (ammonium carbonate), C(C(O)C)(=S)O (thiolactic acid). Yields the product CC1C(NC(S1)C=1C=NC=CC1)=O (5-methyl-2-(3-pyridyl)thiazolidin-4-one). Reaction SMILES: [CH:1](=O)[C:2]1[CH:7]=[CH:6][CH:5]=[N:4][CH:3]=1.[C:9](=[O:12])([O-])[O-].[NH4+:13].[NH4+].[C:15](O)(=[S:19])[CH:16](C)O>>[CH3:16][CH:15]1[S:19][CH:1]([C:2]2[CH:3]=[N:4][CH:5]=[CH:6][CH:7]=2)[NH:13][C:9]1=[O:12] |f:1.2.3|. Procedure: According to the procedure of Example 3, the title compound was prepared by using nicotinaldehyde, ammonium carbonate, and thiolactic acid as charge stock. m.p. 109.5°-110.5° C. IR (nujol) [cm-1 ]; 1680. The reactants are C, CO, O=C(Nc1cc(Oc2ccc([N+](=O)[O-])cc2F)ncn1)N1CCN(CCN2CCCC2)CC1, [H][H], C1CCOC1, [Pd]. Product: Nc1ccc(Oc2cc(NC(=O)N3CCN(CCN4CCCC4)CC3)ncn2)c(F)c1. As a reaction SMILES: [C:41].[CH3:43][OH:44].[F:6][c:7]1[c:8]([O:9][c:10]2[cH:11][c:12]([NH:16][C:17](=[O:18])[N:19]3[CH2:20][CH2:21][N:22]([CH2:25][CH2:26][N:27]4[CH2:28][CH2:29][CH2:30][CH2:31]4)[CH2:23][CH2:24]3)[n:13][cH:14][n:15]2)[cH:32][cH:33][c:34]([N+:36]([O-:37])=[O:38])[cH:35]1.[H:39][H:40].[O:1]1[CH2:2][CH2:3][CH2:4][CH2:5]1.[Pd:42]>>[F:6][c:7]1[c:8]([O:9][c:10]2[cH:11][c:12]([NH:16][C:17](=[O:18])[N:19]3[CH2:20][CH2:21][N:22]([CH2:25][CH2:26][N:27]4[CH2:28][CH2:29][CH2:30][CH2:31]4)[CH2:23][CH2:24]3)[n:13][cH:14][n:15]2)[cH:32][cH:33][c:34]([NH2:36])[cH:35]1. Starting materials: C=CCOC(=O)NC(CC(=O)OCC)c1cccc(N)c1, O=[N+]([O-])c1cccc(S(=O)(=O)Cl)c1, c1ccncc1. The product is C=CCOC(=O)NC(CC(=O)OCC)c1cccc(NS(=O)(=O)c2cccc([N+](=O)[O-])c2)c1. Reaction SMILES: [CH2:14]([CH:15]=[CH2:16])[O:17][C:18](=[O:19])[NH:20][CH:21]([CH2:22][C:23](=[O:24])[O:25][CH2:26][CH3:27])[c:28]1[cH:29][c:30]([NH2:34])[cH:31][cH:32][cH:33]1.[N+:1](=[O:2])([O-:3])[c:4]1[cH:5][c:6]([S:10](=[O:11])(=[O:12])[Cl:13])[cH:7][cH:8][cH:9]1.[cH:35]1[cH:36][cH:37][n:38][cH:39][cH:40]1>>[N+:1](=[O:2])([O-:3])[c:4]1[cH:5][c:6]([S:10](=[O:11])(=[O:12])[NH:34][c:30]2[cH:29][c:28]([CH:21]([NH:20][C:18]([O:17][CH2:14][CH:15]=[CH2:16])=[O:19])[CH2:22][C:23](=[O:24])[O:25][CH2:26][CH3:27])[cH:33][cH:32][cH:31]2)[cH:7][cH:8][cH:9]1.